The task is: describe an organic reaction: reactants, conditions, products, and yield. This data is from the Open Reaction Database (ORD), a public repository of structured organic reaction records. The reactants are CCOC(=O)c1cc2ccc(C)nc2[nH]c1=O, CCOC(=O)c1cc2cc(F)c(C)nc2[nH]c1=O, Cc1ccc(C=O)c(N)n1, Cc1nc(N)c(C=O)cc1F. Yields the product CCOC(=O)c1cc2cc(F)cnc2[nH]c1=O. RXN SMILES: [CH3:11][c:12]1[n:13][c:14]2[c:15]([cH:16][c:17]([C:18]([O:19][CH2:20][CH3:21])=[O:22])[c:23](=[O:24])[nH:25]2)[cH:26][cH:27]1.[F:39][c:40]1[cH:41][c:42]2[cH:43][c:44]([C:52](=[O:53])[O:54][CH2:55][CH3:56])[c:45](=[O:51])[nH:46][c:47]2[n:48][c:49]1[CH3:50].[NH2:1][c:2]1[c:3]([CH:4]=[O:5])[cH:6][cH:7][c:8]([CH3:9])[n:10]1.[NH2:28][c:29]1[c:30]([CH:31]=[O:32])[cH:33][c:34]([F:35])[c:36]([CH3:37])[n:38]1>>[F:39][c:40]1[cH:41][c:42]2[cH:43][c:44]([C:52](=[O:53])[O:54][CH2:55][CH3:56])[c:45](=[O:51])[nH:46][c:47]2[n:48][cH:49]1. Starting materials: [H-].[Na+] (NaH), C1CN(CCC=2NC=3C=CC=CC3C21)C(=O)OC(C)(C)C (tert-Butyl 1,4,5,6-tetrahydroazepino[4,5-b]indole-3(2H)-carboxylate), ClCC(=O)N(C)C (2-Chloro-N,N-dimethylacetamide). The solvent is CN(C)C=O (DMF). Run at time 30 minute. Product: CN(C(CN1C2=C(C=3C=CC=CC13)CCN(CC2)C(=O)OC(C)(C)C)=O)C (tert-butyl 6-[2-(dimethylamino)-2-oxoethyl]-1,4,5,6-tetrahydroazepino[4,5-b]indole-3(2H)-carboxylate). Isolated yield 89.5%. RXN SMILES: [CH2:1]1[C:14]2[C:13]3[CH:12]=[CH:11][CH:10]=[CH:9][C:8]=3[NH:7][C:6]=2[CH2:5][CH2:4][N:3]([C:15]([O:17][C:18]([CH3:21])([CH3:20])[CH3:19])=[O:16])[CH2:2]1.[H-].[Na+].Cl[CH2:25][C:26]([N:28]([CH3:30])[CH3:29])=[O:27]>CN(C=O)C>[CH3:29][N:28]([CH3:30])[C:26](=[O:27])[CH2:25][N:7]1[C:8]2[CH:9]=[CH:10][CH:11]=[CH:12][C:13]=2[C:14]2[CH2:1][CH2:2][N:3]([C:15]([O:17][C:18]([CH3:21])([CH3:20])[CH3:19])=[O:16])[CH2:4][CH2:5][C:6]1=2 |f:1.2|. Reported procedure: tert-Butyl 1,4,5,6-tetrahydroazepino[4,5-b]indole-3(2H)-carboxylate (0.100 g, 0.349 mmol) was dissolved in DMF (1.0 mL) under N2 at rt. NaH (0.0450 g, 1.13 mmol, 3.22 equiv., 60% dispersion) was added and the mixture was stirred at rt for 30 min. 2-Chloro-N,N-dimethylacetamide (86 μL, 0.102 g, 0.838 mmol, 2.4 equiv.) was added, and the reaction mixture was stirred at rt for 24 h. The reaction mixture was poured over ice, then extracted with EtOAc (2×). The organic extracts was washed first with ...